This data is from the Open Reaction Database (ORD), a public repository of structured organic reaction records. The task is: describe an organic reaction: reactants, conditions, products, and yield The reactants are CCO, CN(N)c1cnn(-c2cccc(C(F)(F)F)c2)c(=O)c1Cl, [Na+], [OH-]. Product: CN(N)c1cnn(-c2cccc(C(F)(F)F)c2)c(=O)c1. RXN SMILES: [CH3:24][CH2:25][OH:26].[Cl:1][c:2]1[c:3](=[O:21])[n:4](-[c:11]2[cH:12][c:13]([C:17]([F:18])([F:19])[F:20])[cH:14][cH:15][cH:16]2)[n:5][cH:6][c:7]1[N:8]([NH2:9])[CH3:10].[Na+:23].[OH-:22]>>[cH:2]1[c:3](=[O:21])[n:4](-[c:11]2[cH:12][c:13]([C:17]([F:18])([F:19])[F:20])[cH:14][cH:15][cH:16]2)[n:5][cH:6][c:7]1[N:8]([NH2:9])[CH3:10]. The reactants are BrC(CC(=O)O)C(C1=CC=C(C=C1)Cl)=O (3-Bromo-3-(4-chlorobenzoyl)propionic acid), OC1=CC=C(C(=S)N)C=C1 (4-hydroxy-thiobenzamide). The solvent is CN(C=O)C (dimethylformamide). Run at time 1 hour. Yields the product ClC1=CC=C(C=C1)C=1N=C(SC1CC(=O)O)C1=CC=C(C=C1)O (4-(4-Chlorophenyl)-2-(4-hydroxyphenyl)thiazole-5-acetic acid). The yield is 98.7%. Reaction SMILES: Br[CH:2]([C:7](=O)[C:8]1[CH:13]=[CH:12][C:11]([Cl:14])=[CH:10][CH:9]=1)[CH2:3][C:4]([OH:6])=[O:5].[OH:16][C:17]1[CH:25]=[CH:24][C:20]([C:21]([NH2:23])=[S:22])=[CH:19][CH:18]=1>CN(C)C=O>[Cl:14][C:11]1[CH:12]=[CH:13][C:8]([C:7]2[N:23]=[C:21]([C:20]3[CH:24]=[CH:25][C:17]([OH:16])=[CH:18][CH:19]=3)[S:22][C:2]=2[CH2:3][C:4]([OH:6])=[O:5])=[CH:9][CH:10]=1. Procedure: 3-Bromo-3-(4-chlorobenzoyl)propionic acid (27 g), and 4-hydroxy-thiobenzamide (14.6 g) were heated to 80° in dimethylformamide (50 ml). The reactants were kept at this temperature for 1 hour, cooled and poured onto ice. The resulting gum solidified, and was filtered, and washed with water, to give 31.6 g of powder, m.p. 184°-194° C. (decomp.). This was recrystallised from aqueous isopropanol affording 25.4 g of the title compound, hemihydrate, m.p. 192°-194° (d). Product: C(C1=CC=CC=C1)O[C@@]1(CC[C@@]2([C@H](CCCC=3C2=CC=2C=NN(C2C3)C3=CC=C(C=C3)F)C1)CN1S(CCC1)(=O)=O)C(F)(F)F (2-(((3R,4aR,12bS)-3-(benzyloxy)-9-(4-fluorophenyl)-3-(trifluoromethyl)-1,2,3,4,4a,5,6,7,9,12b-decahydrobenzo[6,7]cyclohepta[1,2-f]indazol-12b-yl)methyl)isothiazolidine 1,1-dioxide). Reaction conditions: temperature 50 celsius. Starting materials: [H-].[Na+] (sodium hydride), C(C1=CC=CC=C1)O[C@@]1(CC[C@@]2([C@H](CCCC=3C2=CC=2C=NN(C2C3)C3=CC=C(C=C3)F)C1)CN)C(F)(F)F (((3R,4aR,12bS)-3-(benzyloxy)-9-(4-fluorophenyl)-3-(trifluoromethyl)-1,2,3,4,4a,5,6,7,9,12b-decahydrobenzo[6,7]cyclohepta[1,2-f]indazol-12b-yl)methanamine), TEA, ClCCCS(=O)(=O)Cl (3-chloro-propane-1-sulfonyl chloride). RXN SMILES: [CH2:1]([O:8][C@@:9]1([C:36]([F:39])([F:38])[F:37])[CH2:33][C@H:13]2[CH2:14][CH2:15][CH2:16][C:17]3[C:18](=[CH:19][C:20]4[CH:21]=[N:22][N:23]([C:26]5[CH:31]=[CH:30][C:29]([F:32])=[CH:28][CH:27]=5)[C:24]=4[CH:25]=3)[C@:12]2([CH2:34][NH2:35])[CH2:11][CH2:10]1)[C:2]1[CH:7]=[CH:6][CH:5]=[CH:4][CH:3]=1.Cl[CH2:41][CH2:42][CH2:43][S:44](Cl)(=[O:46])=[O:45].[H-].[Na+]>C(Cl)Cl.CN(C=O)C>[CH2:1]([O:8][C@@:9]1([C:36]([F:38])([F:39])[F:37])[CH2:33][C@H:13]2[CH2:14][CH2:15][CH2:16][C:17]3[C:18](=[CH:19][C:20]4[CH:21]=[N:22][N:23]([C:26]5[CH:27]=[CH:28][C:29]([F:32])=[CH:30][CH:31]=5)[C:24]=4[CH:25]=3)[C@:12]2([CH2:34][N:35]2[CH2:41][CH2:42][CH2:43][S:44]2(=[O:46])=[O:45])[CH2:11][CH2:10]1)[C:2]1[CH:7]=[CH:6][CH:5]=[CH:4][CH:3]=1 |f:2.3|. Solvent: CN(C)C=O (DMF), C(Cl)Cl (DCM). Yield: 64.2%. Reported procedure: A solution of ((3R,4aR,12bS)-3-(benzyloxy)-9-(4-fluorophenyl)-3-(trifluoromethyl)-1,2,3,4,4a,5,6,7,9,12b-decahydrobenzo[6,7]cyclohepta[1,2-f]indazol-12b-yl)methanamine (34, R1=4-Fluorophenyl, R3=Trifluoromethyl, Rg=Benzyl) (82 mg, 0.153 mmol) in DCM (3 mL) was treated with TEA (0.021 mL, 0.153 mmol) and 3-chloro-propane-1-sulfonyl chloride (0.023 mL, 0.19 mmol) at rt under nitrogen for about 1 h. The organic layer was washed with 2N aq. HCl (2 mL), dried over Na2SO4, filtered and concentrated un... The reactants are FC1=C(OC2=CC=NC3=CC(=C(C=C23)C(=O)OC(C)(C)C)OC)C=CC(=C1)[N+](=O)[O-] (tert-Butyl 4-(2-fluoro-4-nitrophenoxy)-7-methoxyquinoline-6-carboxylate), [Cl-].[NH4+] (ammonium chloride). The reagents and catalysts are [Fe] (iron). Solvent: O.C(C)O (water ethanol), mixture. Run at temperature 80 celsius, time 2 hour. Product: NC1=CC(=C(OC2=CC=NC3=CC(=C(C=C23)C(=O)OC(C)(C)C)OC)C=C1)F (tert-Butyl 4-(4-amino-2-fluorophenoxy)-7-methoxyquinoline-6-carboxylate). Yield: 90.3%. Reaction SMILES: [F:1][C:2]1[CH:27]=[C:26]([N+:28]([O-])=O)[CH:25]=[CH:24][C:3]=1[O:4][C:5]1[C:14]2[C:9](=[CH:10][C:11]([O:22][CH3:23])=[C:12]([C:15]([O:17][C:18]([CH3:21])([CH3:20])[CH3:19])=[O:16])[CH:13]=2)[N:8]=[CH:7][CH:6]=1.[Cl-].[NH4+]>O.C(O)C.[Fe]>[NH2:28][C:26]1[CH:25]=[CH:24][C:3]([O:4][C:5]2[C:14]3[C:9](=[CH:10][C:11]([O:22][CH3:23])=[C:12]([C:15]([O:17][C:18]([CH3:21])([CH3:20])[CH3:19])=[O:16])[CH:13]=3)[N:8]=[CH:7][CH:6]=2)=[C:2]([F:1])[CH:27]=1 |f:1.2,3.4|. Reported procedure: Compound 1b (400 mg) was dissolved in a water-ethanol (1:1) mixture (10 mL), and iron powder (1.0 g) and ammonium chloride (1.0 g) were added thereto, followed by stirring at 80° C. for 2 hours. The reaction mixture was filtered through Celite to thereby remove iron powder, and water (100 mL) was added to the filtrate, followed by extraction with ethyl acetate (50 mL). The organic phase was washed with saturated brine (100 mL) and dried over sodium sulfate, followed by concentration under reduce... Isolated yield 69.2%. Solvent: ClCCl (dichloromethane). Procedure: 7-[[(7R)-8-Cyclopentyl-7-ethyl-5-methyl-6-oxo-7H-pteridin-2-yl]amino]-2-(methoxymethyl)-2,3-dihydrobenzofuran-4-carboxylic acid 40e (50 mg, 0.10 mmol) and O-(benzotriazol-1-yl)-N,N,N′,N′-tetra methyluronium tetrafluoroborate (33 mg, 0.10 mmol) were dissolved in 40 mL of dichloromethane followed by the addition of diisopropylethylamine (38 μL, 0.23 mmol) and 1-methyl-piperidyl-4-yl-amine (12 mg, 0.10 mmol) successively. The reaction solution was stirred for 1 hour, added with 20 mL of saturated s... Starting materials: C([O-])([O-])=O.[Na+].[Na+] (sodium carbonate), C1(CCCC1)N1[C@@H](C(N(C=2C=NC(=NC12)NC=1C=CC(=C2CC(OC21)COC)C(=O)O)C)=O)CC (7-[[(7R)-8-cyclopentyl-7-ethyl-5-methyl-6-oxo-7H-pteridin-2-yl]amino]-2-(methoxymethyl)-2,3-dihydrobenzofuran-4-carboxylic acid), F[B-](F)(F)F.N1(N=NC2=C1C=CC=C2)OC(=[N+](C)C)N(C)C (O-(benzotriazol-1-yl)-N,N,N′,N′-tetra methyluronium tetrafluoroborate), C(C)(C)N(CC)C(C)C (diisopropylethylamine), 1-methyl-piperidyl-4-yl-amine. RXN SMILES: [CH:1]1([N:6]2[C:15]3[N:14]=[C:13]([NH:16][C:17]4[CH:18]=[CH:19][C:20]([C:29]([OH:31])=O)=[C:21]5[C:25]=4[O:24][CH:23]([CH2:26][O:27][CH3:28])[CH2:22]5)[N:12]=[CH:11][C:10]=3[N:9]([CH3:32])[C:8](=[O:33])[C@H:7]2[CH2:34][CH3:35])[CH2:5][CH2:4][CH2:3][CH2:2]1.F[B-](F)(F)F.[N:41]1(OC(N(C)C)=[N+](C)C)[C:45]2[CH:46]=[CH:47]C=[CH:49][C:44]=2N=N1.[CH:58]([N:61](C(C)C)CC)(C)C.C(=O)([O-])[O-].[Na+].[Na+]>ClCCl>[CH:1]1([N:6]2[C:15]3[N:14]=[C:13]([NH:16][C:17]4[CH:18]=[CH:19][C:20]([C:29]([NH:41][CH:45]5[CH2:44][CH2:49][N:61]([CH3:58])[CH2:47][CH2:46]5)=[O:31])=[C:21]5[C:25]=4[O:24][CH:23]([CH2:26][O:27][CH3:28])[CH2:22]5)[N:12]=[CH:11][C:10]=3[N:9]([CH3:32])[C:8](=[O:33])[C@H:7]2[CH2:34][CH3:35])[CH2:5][CH2:4][CH2:3][CH2:2]1 |f:1.2,4.5.6|. Conditions: time 1 hour. Product: C1(CCCC1)N1[C@@H](C(N(C=2C=NC(=NC12)NC=1C=CC(=C2CC(OC21)COC)C(=O)NC2CCN(CC2)C)C)=O)CC (7-[[(7R)-8-cyclopentyl-7-ethyl-5-methyl-6-oxo-7H-pteridin-2-yl]amino]-2-(methoxymethyl)-N-(1-methyl-4-piperidyl)-2,3-dihydrobenzofuran-4-carboxamide). The reactants are Cc1ccc(NC2CCN(C(=O)OC(C)(C)C)CC2O)c([N+](=O)[O-])c1, CCO. Yields the product Cc1ccc(NC2CCN(C(=O)OC(C)(C)C)CC2O)c(N)c1. Reaction SMILES: [C:1](=[O:2])([O:3][C:4]([CH3:5])([CH3:6])[CH3:7])[N:8]1[CH2:9][CH:10]([OH:25])[CH:11]([NH:14][c:15]2[c:16]([N+:22]([O-:23])=[O:24])[cH:17][c:18]([CH3:21])[cH:19][cH:20]2)[CH2:12][CH2:13]1.[CH3:26][CH2:27][OH:28]>>[C:1](=[O:2])([O:3][C:4]([CH3:5])([CH3:6])[CH3:7])[N:8]1[CH2:9][CH:10]([OH:25])[CH:11]([NH:14][c:15]2[c:16]([NH2:22])[cH:17][c:18]([CH3:21])[cH:19][cH:20]2)[CH2:12][CH2:13]1. Procedure: In a 1-l. three-necked and round-bottomed flask were placed 10.5 g of 3,7,11-trimethyldodeca-l-yne-3ol, 5.0 g of ammonium chloride, 12.0 g of tetramethylethylenediamine and 675 ml of pyridine. The mixture was reacted at temperatures of 50° - 55°C for 6 hours under an oxygen atmosphere. After completion of the reaction, the alcohol as a starting material was not detected. After distillation of pyridine from the reaction mixture, 300 ml of benzene and 200 ml of water were added to the residue and ... Product: CC(C)CCCC(CCCC(C#CC#CC(CCCC(CCCC(C)C)C)(O)C)(O)C)C (2,6,10,15,19,23-hexamethyltetracosa-11,13-diyne-10,15-diol). Starting materials: 1-l, CN(CCN(C)C)C (tetramethylethylenediamine), alcohol, CC(C#C)(CCCC(CCCC(C)C)C)O (3,7,11-trimethyldodeca-l-yne-3ol), [Cl-].[NH4+] (ammonium chloride). The solvent is N1=CC=CC=C1 (pyridine). RXN SMILES: [CH3:1][C:2]([OH:16])([CH2:5][CH2:6][CH2:7][CH:8]([CH3:15])[CH2:9][CH2:10][CH2:11][CH:12]([CH3:14])[CH3:13])[C:3]#[CH:4].[Cl-].[NH4+].CN(C)[CH2:21][CH2:22]N(C)C>N1C=CC=CC=1>[CH3:13][CH:12]([CH2:11][CH2:10][CH2:9][CH:21]([CH3:22])[CH2:7][CH2:6][CH2:5][C:2]([CH3:1])([OH:16])[C:3]#[C:4][C:4]#[C:3][C:2]([CH3:1])([OH:16])[CH2:5][CH2:6][CH2:7][CH:8]([CH3:15])[CH2:9][CH2:10][CH2:11][CH:12]([CH3:13])[CH3:14])[CH3:14] |f:1.2|. Isolated yield 81.8%. Starting materials: O1C(C1CC=C(C)C)(C)C1C(CCC(C1OC)O)(O)CI (2-(1,2-epoxy-1,5-dimethyl-4-hexenyl)-3-methoxy-1-iodomethyl-1,4-cyclohexanediol), CN(C)C1=NC=CC=C1 (dimethylaminopyridine), C(C)(=O)OC(C)=O (acetic anhydride). Solvent: ClCCl (dichloromethane), C(C)(=O)OCC (ethyl acetate). Run at time 30 minute. The product is C(C)(=O)OC1C(C(C(CC1)(O)CI)C1(C(CC=C(C)C)O1)C)OC (4-O-acetyl-2-(1,2-epoxy-1,5-dimethyl-4-hexenyl)-1-iodomethyl-3-methoxy-1,4-cyclohexanediol). Isolated yield 95.0%. As a reaction SMILES: [O:1]1[CH:3]([CH2:4][CH:5]=[C:6]([CH3:8])[CH3:7])[C:2]1([CH:10]1[CH:15]([O:16][CH3:17])[CH:14]([OH:18])[CH2:13][CH2:12][C:11]1([CH2:20][I:21])[OH:19])[CH3:9].CN(C1C=CC=CN=1)C.[C:31](OC(=O)C)(=[O:33])[CH3:32]>ClCCl.C(OCC)(=O)C>[C:31]([O:18][CH:14]1[CH2:13][CH2:12][C:11]([CH2:20][I:21])([OH:19])[CH:10]([C:2]2([CH3:9])[O:1][CH:3]2[CH2:4][CH:5]=[C:6]([CH3:7])[CH3:8])[CH:15]1[O:16][CH3:17])(=[O:33])[CH3:32]. Procedure details: In dichloromethane (5 ml) was dissolved 2-(1,2-epoxy-1,5-dimethyl-4-hexenyl)-3-methoxy-1-iodomethyl-1,4-cyclohexanediol (2.08 g). To the solution were added dimethylaminopyridine (0.74 g) and acetic anhydride (0.58 ml). The mixture was stirred for 30 minutes. The reaction mixture was diluted with ethyl acetate (50 ml), which was washed with a saturated aqueous solution of sodium hydrogencarbonate and a saturated aqueous saline solution, followed by drying over anhydrous magnesium sulfate. The so...